Dataset: the Open Reaction Database (ORD), a public repository of structured organic reaction records. Task: describe an organic reaction: reactants, conditions, products, and yield Reaction SMILES: [CH3:1][c:2]1[c:3]([CH2:13][O:14][c:15]2[cH:16][cH:17][c:18]([S:21][c:22]3[s:23][c:24]([CH2:33][CH2:34][C:35](=[O:36])[O:37][CH3:38])[c:25](-[c:27]4[cH:28][cH:29][cH:30][cH:31][cH:32]4)[n:26]3)[cH:19][cH:20]2)[n:4][c:5](-[c:7]2[cH:8][cH:9][cH:10][cH:11][cH:12]2)[o:6]1.[CH3:48][OH:49].[ClH:47].[Li+:41].[O:42]1[CH2:43][CH2:44][CH2:45][CH2:46]1.[OH-:40].[OH2:39].[OH2:50]>>[CH3:1][c:2]1[c:3]([CH2:13][O:14][c:15]2[cH:16][cH:17][c:18]([S:21][c:22]3[s:23][c:24]([CH2:33][CH2:34][C:35](=[O:36])[OH:37])[c:25](-[c:27]4[cH:28][cH:29][cH:30][cH:31][cH:32]4)[n:26]3)[cH:19][cH:20]2)[n:4][c:5](-[c:7]2[cH:8][cH:9][cH:10][cH:11][cH:12]2)[o:6]1. Yields the product Cc1oc(-c2ccccc2)nc1COc1ccc(Sc2nc(-c3ccccc3)c(CCC(=O)O)s2)cc1. The reactants are COC(=O)CCc1sc(Sc2ccc(OCc3nc(-c4ccccc4)oc3C)cc2)nc1-c1ccccc1, CO, Cl, [Li+], C1CCOC1, [OH-], O, O. The reactants are O=C1C=CSC2=C1N(C=1C=CC=CC21)CC(=O)OCC (ethyl 4,5-dihydro-4-oxothiopyrano[3,2-b]indole-5-acetate), [OH-].[Na+] (sodium hydroxide). Run at temperature 95 celsius, time 0.5 hour. The product is O=C1C=CSC2=C1N(C=1C=CC=CC21)CC(=O)O (4,5-Dihydro-4-oxothiopyrano[3,2-b]indole-5-acetic acid). Yield: 90.0%. Reaction SMILES: [O:1]=[C:2]1[C:7]2[N:8]([CH2:15][C:16]([O:18]CC)=[O:17])[C:9]3[CH:10]=[CH:11][CH:12]=[CH:13][C:14]=3[C:6]=2[S:5][CH:4]=[CH:3]1.[OH-].[Na+]>>[O:1]=[C:2]1[C:7]2[N:8]([CH2:15][C:16]([OH:18])=[O:17])[C:9]3[CH:10]=[CH:11][CH:12]=[CH:13][C:14]=3[C:6]=2[S:5][CH:4]=[CH:3]1 |f:1.2|. Reported procedure: -- A mixture of 6.0 g (0.021 mole) of ethyl 4,5-dihydro-4-oxothiopyrano[3,2-b]indole-5-acetate and 21 ml of 1N sodium hydroxide solution is stirred for 1/2 hour at 95° C. The clear solution is cooled, acidified and the solid filtered and recrystallized from isopropanol to give 4.9 g of product, mp 275°-278° C. The reactants are COc1ccc(Cn2nc(C)c3cc(NCCC4CC4C4CCN(c5ncc(Cl)cn5)CC4)ccc32)cc1, O=C(O)C(F)(F)F. The product is Cc1n[nH]c2ccc(NCCC3CC3C3CCN(c4ncc(Cl)cn4)CC3)cc12. RXN SMILES: [Cl:1][c:2]1[cH:3][n:4][c:5]([N:8]2[CH2:9][CH2:10][CH:11]([CH:14]3[CH:15]([CH2:17][CH2:18][NH:19][c:20]4[cH:21][c:22]5[c:23]([CH3:38])[n:24][n:25]([CH2:29][c:30]6[cH:31][cH:32][c:33]([O:34][CH3:35])[cH:36][cH:37]6)[c:26]5[cH:27][cH:28]4)[CH2:16]3)[CH2:12][CH2:13]2)[n:6][cH:7]1.[F:39][C:40]([F:41])([F:42])[C:43]([OH:44])=[O:45]>>[Cl:1][c:2]1[cH:3][n:4][c:5]([N:8]2[CH2:9][CH2:10][CH:11]([CH:14]3[CH:15]([CH2:17][CH2:18][NH:19][c:20]4[cH:21][c:22]5[c:23]([CH3:38])[n:24][nH:25][c:26]5[cH:27][cH:28]4)[CH2:16]3)[CH2:12][CH2:13]2)[n:6][cH:7]1.